From a dataset of the Open Reaction Database (ORD), a public repository of structured organic reaction records. describe an organic reaction: reactants, conditions, products, and yield Starting materials: FC(C(=O)O)(F)F (Trifluoroacetic acid), ClC1=C(C=C(C=C1)C1=CCN(CC1)[C@@H]1CN(CCC1)C(=O)OC(C)(C)C)N[C@H](C)C1=C(C=C(C=C1)Cl)Cl ((S)-t-butyl 3-(4-(4-chloro-3-((R)-1-(2,4-dichlorophenyl)ethylamino)phenyl)-5,6-dihydropyridin-1(2H)-yl)piperidine-1-carboxylate). The solvent is ClCCl (dichloromethane). Conditions: time 1 hour. The product is ClC1=C(N[C@H](C)C2=C(C=C(C=C2)Cl)Cl)C=C(C=C1)C=1CCN(CC1)[C@@H]1CNCCC1 (2-chloro-N-((R)-1-(2,4-dichlorophenyl)ethyl)-5-(1-((S)-3-piperidyl)-3,6-dihydro-2H-pyridin-4-yl)aniline). As a reaction SMILES: FC(F)(F)C(O)=O.[Cl:8][C:9]1[CH:14]=[CH:13][C:12]([C:15]2[CH2:20][CH2:19][N:18]([C@H:21]3[CH2:26][CH2:25][CH2:24][N:23](C(OC(C)(C)C)=O)[CH2:22]3)[CH2:17][CH:16]=2)=[CH:11][C:10]=1[NH:34][C@@H:35]([C:37]1[CH:42]=[CH:41][C:40]([Cl:43])=[CH:39][C:38]=1[Cl:44])[CH3:36]>ClCCl>[Cl:8][C:9]1[CH:14]=[CH:13][C:12]([C:15]2[CH2:20][CH2:19][N:18]([C@H:21]3[CH2:26][CH2:25][CH2:24][NH:23][CH2:22]3)[CH2:17][CH:16]=2)=[CH:11][C:10]=1[NH:34][C@@H:35]([C:37]1[CH:42]=[CH:41][C:40]([Cl:43])=[CH:39][C:38]=1[Cl:44])[CH3:36]. Procedure details: Trifluoroacetic acid (1.5 mL) was added to a solution of (S)-t-butyl 3-(4-(4-chloro-3-((R)-1-(2,4-dichlorophenyl)ethylamino)phenyl)-5,6-dihydropyridin-1(2H)-yl)piperidine-1-carboxylate (0.83 g, 1.5 mmol) in dichloromethane (3 mL) at room temperature, and the solution was stirred for 1 h. Excess solvent was removed in vacuo, and the residue was diluted with dichloromethane. The organic layer was neutralized with aqueous saturated sodium bicarbonate solution, and the aqueous layer was further extr... Reactants: C(C)(C)OC(=O)NC=1C=C2C(=NC1)NC(=N2)C=2C=C(C(=O)O)C=CC2 (3-(6-Isopropoxycarbonylamino-3H-imidazo[4,5-b]pyridin-2-yl)-benzoic acid), C(=O)(N1C=NC=C1)N1C=NC=C1 (1,1′-carbonyl-diimidazole), NC(COC)COC (2-amino-1,3-dimethoxypropan). The solvent is CN(C)C=O (DMF). Reaction conditions: time 4 hour. Yields the product C(C)(C)OC(NC=1C=C2C(=NC1)NC(=N2)C2=CC(=CC=C2)C(NC(COC)COC)=O)=O ({2-[3-(2-Methoxy-1-methoxymethyl-ethylcarbamoyl)-phenyl]-3H-imidazo[4,5-b]pyridin-6-yl}-carbamic acid isopropyl ester). As a reaction SMILES: [CH:1]([O:4][C:5]([NH:7][C:8]1[CH:9]=[C:10]2[N:16]=[C:15]([C:17]3[CH:18]=[C:19]([CH:23]=[CH:24][CH:25]=3)[C:20](O)=[O:21])[NH:14][C:11]2=[N:12][CH:13]=1)=[O:6])([CH3:3])[CH3:2].C(N1C=CN=C1)(N1C=CN=C1)=O.[NH2:38][CH:39]([CH2:43][O:44][CH3:45])[CH2:40][O:41][CH3:42]>CN(C=O)C>[CH:1]([O:4][C:5](=[O:6])[NH:7][C:8]1[CH:9]=[C:10]2[N:16]=[C:15]([C:17]3[CH:25]=[CH:24][CH:23]=[C:19]([C:20](=[O:21])[NH:38][CH:39]([CH2:43][O:44][CH3:45])[CH2:40][O:41][CH3:42])[CH:18]=3)[NH:14][C:11]2=[N:12][CH:13]=1)([CH3:3])[CH3:2]. Reported procedure: 25 mg (0.07 mmol) of the acid from example 11-1 in 1 ml dry DMF were treated with 18 mg (0.11 mmol) 1,1′-carbonyl-diimidazole at room temperature for 2 hrs. 13 mg (0.11 mmol) 2-amino-1,3-dimethoxypropan were added and stirring was continued for 4 hrs. The solvent was removed under vacuum, the residue dissolved in dichloromethane and washed with aqueous sodium carbonate solution. The dichloromethane phase was evaporated and the residue purified by chromatography on silica in dichloromethane/metha...